From a dataset of the Open Reaction Database (ORD), a public repository of structured organic reaction records. describe an organic reaction: reactants, conditions, products, and yield Reactants: CI, CN(C)C=O, CC(C)n1ccc2cc(C(=O)O)ccc21, [H-], [Na+]. Yields the product COC(=O)c1ccc2c(ccn2C(C)C)c1. RXN SMILES: [CH3:18][I:19].[CH3:20][N:21]([CH3:22])[CH:23]=[O:24].[CH:1]([CH3:2])([CH3:3])[n:4]1[cH:5][cH:6][c:7]2[cH:8][c:9]([C:13](=[O:14])[OH:15])[cH:10][cH:11][c:12]12.[H-:16].[Na+:17]>>[CH:1]([CH3:2])([CH3:3])[n:4]1[cH:5][cH:6][c:7]2[cH:8][c:9]([C:13](=[O:14])[O:15][CH3:18])[cH:10][cH:11][c:12]12. Reactants: ClC=1C=CC2=C(N(C(CC(N2)C)=O)C2=CC=CC=C2)C1 (8-chloro-4-methyl-1-phenyl-2,3,4,5-tetrahydro-1H-1,5-benzodiazepin-2-one), CI (methyl iodide), C([O-])([O-])=O.[K+].[K+] (potassium carbonate), O (water). Run in CN(C=O)C (dimethylformamide). Product: ClC=1C=CC2=C(N(C(CC(N2C)C)=O)C2=CC=CC=C2)C1 (8-Chloro-4,5-dimethyl-1-phenyl-2,3,4,5-tetrahydro-1H-1,5-benzodiazepin-2-one). RXN SMILES: [Cl:1][C:2]1[CH:3]=[CH:4][C:5]2[NH:11][CH:10]([CH3:12])[CH2:9][C:8](=[O:13])[N:7]([C:14]3[CH:19]=[CH:18][CH:17]=[CH:16][CH:15]=3)[C:6]=2[CH:20]=1.CI.[C:23](=O)([O-])[O-].[K+].[K+].O>CN(C)C=O>[Cl:1][C:2]1[CH:3]=[CH:4][C:5]2[N:11]([CH3:23])[CH:10]([CH3:12])[CH2:9][C:8](=[O:13])[N:7]([C:14]3[CH:15]=[CH:16][CH:17]=[CH:18][CH:19]=3)[C:6]=2[CH:20]=1 |f:2.3.4|. Procedure: 28.6 g 8-chloro-4-methyl-1-phenyl-2,3,4,5-tetrahydro-1H-1,5-benzodiazepin-2-one in 100 ml dimethylformamide is stirred with 18 g methyl iodide and 14 g anhydrous potassium carbonate for 2 hours on a boiling water bath. The reaction mixture is poured into 500 ml water and extracted with ether several times. The ethereal extracts are washed with water and dried over sodium sulfate. Upon distilling off the solvent, the crystalline residue is recrystallized from acetic acid ethyl ester. The yield is...